From a dataset of the Open Reaction Database (ORD), a public repository of structured organic reaction records. describe an organic reaction: reactants, conditions, products, and yield Reactants: CC(C)([O-])C.[K+] (potassium t-butoxide), [I-].C[S+](=O)(C)C (trimethylsulfoxonium iodide), C(=C)(C)C1=NC2=CC=C(C=C2C=C1)C(=O)OC (methyl 2-isopropenylquinoline-6-carboxylate). Solvent: CS(=O)C.C1CCOC1 (dimethylsulfoxide THF), C1CCOC1 (THF). Run at time 30 minute. Product: COC(=O)C=1C=C2C=CC(=NC2=CC1)C1(CC1)C (Methyl-2-(1-methylcyclopropyl)quinoline-6-carboxylate). The yield is 68.1%. As a reaction SMILES: [I-].C[S+](C)(C)=O.[CH3:7]C(C)([O-])C.[K+].[C:13]([C:16]1[CH:25]=[CH:24][C:23]2[C:18](=[CH:19][CH:20]=[C:21]([C:26]([O:28][CH3:29])=[O:27])[CH:22]=2)[N:17]=1)([CH3:15])=[CH2:14]>CS(C)=O.C1COCC1.C1COCC1>[CH3:29][O:28][C:26]([C:21]1[CH:22]=[C:23]2[C:18](=[CH:19][CH:20]=1)[N:17]=[C:16]([C:13]1([CH3:7])[CH2:15][CH2:14]1)[CH:25]=[CH:24]2)=[O:27] |f:0.1,2.3,5.6|. Procedure details: To a stirred suspension of trimethylsulfoxonium iodide (435 mg, 2.06 mmol) in dimethylsulfoxide-THF (3 ml-2 ml) was added potassium t-butoxide (231 mg, 2.06 mmol) in one portion at ambient temperature. After 30 min. at same temperature, to this (colorless solution) was added a solution of methyl 2-isopropenylquinoline-6-carboxylate (312 mg, 1.37 mmol) in THF (3 ml) at room temperature. The mixture was stirred at room temperature for 40 min then 1 hour at 60° C. The mixture was quenched with wate... The reactants are C[Si](CCOCN1C(=NC=C1)C=O)(C)C (1-(2-trimethylsilanyl-ethoxymethyl)-1H-imidazole-2-carbaldehyde), CC1=CC=C(C=C1)S(=O)(=O)C[N+]#[C-] (TOSMIC), CC(C)(C)[O-].[K+] (potassium tert-butylate), CO (methanol). Solvent: COCCOC (DME), COCCOC (DME), COCCOC (DME). Conditions: temperature -50 celsius, time 30 minute. Yields the product C[Si](CCOCN1C(=NC=C1)CC#N)(C)C ([1-(2-Trimethylsilanyl-ethoxymethyl)-1H-imidazol-2-yl]-acetonitrile). Yield: 68.0%. RXN SMILES: CC1C=CC(S([CH2:11][N+:12]#[C-])(=O)=O)=CC=1.CC([O-])(C)C.[K+].[CH3:20][Si:21]([CH3:34])([CH3:33])[CH2:22][CH2:23][O:24][CH2:25][N:26]1[CH:30]=[CH:29][N:28]=[C:27]1[CH:31]=O.CO>COCCOC>[CH3:20][Si:21]([CH3:34])([CH3:33])[CH2:22][CH2:23][O:24][CH2:25][N:26]1[CH:30]=[CH:29][N:28]=[C:27]1[CH2:31][C:11]#[N:12] |f:1.2|. Reported procedure: Under inert atmosphere, 0.91 g (4.6 mmol) of TOSMIC in solution in anhydrous DME (4 ml) is added to 0.96 g (8.6 mmol) of potassium tert-butylate in suspension in 4 ml of anhydrous DME at −35° C. The reaction mixture is cooled to −50° C. then 1 g (4.4 mmol) of 1-(2-trimethylsilanyl-ethoxymethyl)-1H-imidazole-2-carbaldehyde (Whitten J P, JOC 1986, 51 (10) 1891-1894) in solution in 4 ml of anhydrous DME is added dropwise, keeping the temperature below −45° C. The reaction mixture is stirred at this...